Dataset: the Open Reaction Database (ORD), a public repository of structured organic reaction records. Task: describe an organic reaction: reactants, conditions, products, and yield The reactants are O (water), OC1=CC=C(C=C1)N1C(CCC1)=O (1-(4-hydroxy-phenyl)-pyrrolidin-2-one), FC=1C=C(CBr)C=CC1 (3-fluorobenzylbromide), C([O-])([O-])=O.[K+].[K+] (potassium carbonate). The solvent is C(C)(=O)OCC (ethyl acetate), CC(CC)=O (2-butanone). Conditions: temperature 80 celsius. Yields the product FC=1C=C(COC2=CC=C(C=C2)N2C(CCC2)=O)C=CC1 (1-[4-(3-fluoro-benzyloxy)-phenyl]-pyrrolidin-2-one). Isolated yield 87.9%. RXN SMILES: [OH:1][C:2]1[CH:7]=[CH:6][C:5]([N:8]2[CH2:12][CH2:11][CH2:10][C:9]2=[O:13])=[CH:4][CH:3]=1.[F:14][C:15]1[CH:16]=[C:17]([CH:20]=[CH:21][CH:22]=1)[CH2:18]Br.C(=O)([O-])[O-].[K+].[K+].O>CC(=O)CC.C(OCC)(=O)C>[F:14][C:15]1[CH:16]=[C:17]([CH:20]=[CH:21][CH:22]=1)[CH2:18][O:1][C:2]1[CH:7]=[CH:6][C:5]([N:8]2[CH2:12][CH2:11][CH2:10][C:9]2=[O:13])=[CH:4][CH:3]=1 |f:2.3.4|. Reported procedure: A mixture of 2.73 g (15.4 mmol) of 1-(4-hydroxy-phenyl)-pyrrolidin-2-one, 3.2 g (16.9 mmol) of 3-fluorobenzylbromide and 4.26 g (31 mmol) of potassium carbonate in 100 ml of 2-butanone is heated at 80° C. for 18 hours. After cooling to RT, the reaction mixture is treated with water and ethyl acetate. The organic layer is separated, dried over magnesium sulfate and evaporated under reduced pressure. The solid residue is crystallised from ether to yield 3.86 g (88% of theory) of 1-[4-(3-fluoro-ben... Reactants: CCOC(=O)C(=Cc1cn(C2CCCC(C)(C)C2)cn1)CCCNC(=O)OC(C)(C)C, C, CCO, [Pd]. Yields the product CCOC(=O)C(CCCNC(=O)OC(C)(C)C)Cc1cn(C2CCCC(C)(C)C2)cn1. As a reaction SMILES: [C:1]([CH3:2])([CH3:3])([CH3:4])[O:5][C:6](=[O:7])[NH:8][CH2:9][CH2:10][CH2:11][C:12]([C:13](=[O:14])[O:15][CH2:16][CH3:17])=[CH:18][c:19]1[n:20][cH:21][n:22]([CH:24]2[CH2:25][C:26]([CH3:30])([CH3:31])[CH2:27][CH2:28][CH2:29]2)[cH:23]1.[C:35].[CH3:32][CH2:33][OH:34].[Pd:36]>>[C:1]([CH3:2])([CH3:3])([CH3:4])[O:5][C:6](=[O:7])[NH:8][CH2:9][CH2:10][CH2:11][CH:12]([C:13](=[O:14])[O:15][CH2:16][CH3:17])[CH2:18][c:19]1[n:20][cH:21][n:22]([CH:24]2[CH2:25][C:26]([CH3:30])([CH3:31])[CH2:27][CH2:28][CH2:29]2)[cH:23]1. Reactants: Cl (HCl), [Li+].[OH-] (LiOH), CN1CCN(CC1)C(=O)C=1C=CC(=C(C(=O)OC)C1)OCC1=CC=CC=C1 (methyl 5-[(4-methyl-1-piperazinyl)carbonyl]-2-[(phenylmethyl)oxy]benzoate). Run in O (water), O1CCCC1 (tetrahydrofuran). Conditions: time 3 hour. Yields the product CN1CCN(CC1)C(=O)C=1C=CC(=C(C(=O)O)C1)OCC1=CC=CC=C1 (5-[(4-Methyl-1-piperazinyl)carbonyl]-2-[(phenylmethyl)oxy]benzoic acid). As a reaction SMILES: [Li+].[OH-].[CH3:3][N:4]1[CH2:9][CH2:8][N:7]([C:10]([C:12]2[CH:13]=[CH:14][C:15]([O:22][CH2:23][C:24]3[CH:29]=[CH:28][CH:27]=[CH:26][CH:25]=3)=[C:16]([CH:21]=2)[C:17]([O:19]C)=[O:18])=[O:11])[CH2:6][CH2:5]1.Cl>O.O1CCCC1>[CH3:3][N:4]1[CH2:5][CH2:6][N:7]([C:10]([C:12]2[CH:13]=[CH:14][C:15]([O:22][CH2:23][C:24]3[CH:29]=[CH:28][CH:27]=[CH:26][CH:25]=3)=[C:16]([CH:21]=2)[C:17]([OH:19])=[O:18])=[O:11])[CH2:8][CH2:9]1 |f:0.1|. Procedure: A solution of LiOH (393 mg, 9.36 mmol) in water (10 ml) was added to a stirred solution of methyl 5-[(4-methyl-1-piperazinyl)carbonyl]-2-[(phenylmethyl)oxy]benzoate (may be prepared as described in Description 50; 345 mg, 0.94 mmol) in tetrahydrofuran (2.5 ml) at room temperature. The mixture was stirred at room temperature for 3 h. The mixture was acidified by HCl (6 mol/L). The solvent was evaporated in vacuo to afford the crude product. The crude product was used directly in the next step wit... Reactants: C(CCC)C1(N(C=CN1)CC1=C(C=CC=C1)Cl)C=O (2-n-butyl-1-(2-chlorophenyl)methyl-1H- imidazol-carboxaldehyde), O1CCCC1 (tetrahydrofuran), Example 1 ( iii ), C[Li] (methyl lithium). Reaction conditions: temperature -78 celsius, time 1.5 hour. Product: C(CCC)C=1N(C(=CN1)C(C)O)CC1=C(C=CC=C1)Cl (2-n-butyl-1-(2-chlorophenyl)methyl-5-(a-hydroxy) ethyl-1H-imidazole). The yield is 92.0%. As a reaction SMILES: [CH2:1]([C:5]1(C=O)[NH:9][CH:8]=[CH:7][N:6]1[CH2:10][C:11]1[CH:16]=[CH:15][CH:14]=[CH:13][C:12]=1[Cl:17])[CH2:2][CH2:3][CH3:4].C[Li].[O:22]1CC[CH2:24][CH2:23]1>>[CH2:1]([C:5]1[N:6]([CH2:10][C:11]2[CH:16]=[CH:15][CH:14]=[CH:13][C:12]=2[Cl:17])[C:7]([CH:23]([OH:22])[CH3:24])=[CH:8][N:9]=1)[CH2:2][CH2:3][CH3:4]. Procedure details: A solution of 2-n-butyl-1-(2-chlorophenyl)methyl-1H- imidazol-carboxaldehyde (Example 1 (iii)) (1.1 g, 3.97 mmol) was dissolved in dry tetrahydrofuran (15 mL), cooled to -78° C. under argon and a solution of methyl lithium (3.64 ml of 1.2M in diethyl ether, 4.57 mmol) was added dropwise. The mixture was stirred for 1.5 hours, quenched with ammonium chloride solution, warmed to ambient temperature and extracted with ethyl acetate. The washed, dried, concentrated product was flashed chromatographe... Reactants: FC1=C(C=CC(=C1)F)[C@]([C@@H](C)N1C(N(CC1)C1=CC=C(C=C1)N1N=NN=C1)=O)(CN1N=CN=C1)O (1-[(1R,2R)-2-(2,4-difluorophenyl)-2-hydroxy-1-methyl-3-(1H-1,2,4-triazol-1-yl)propyl]-3-[4-(1H-tetrazol-1-yl)phenyl]-2-imidazolidinone), C(C(C)(C)C)(=O)OCCl (chloromethyl pivalate), C(C)#N (acetonitrile). Run in C(C)(C)OC(C)C (diisopropyl ether). Reaction conditions: temperature 100 celsius, time 6.5 hour. Yields the product [Cl-].FC1=C(C=CC(=C1)F)[C@@](C[N+]=1N=CN(C1)COC(C(C)(C)C)=O)([C@@H](C)N1C(N(CC1)C1=CC=C(C=C1)N1N=NN=C1)=O)O (1-[(2R,3R)-2-(2,4-difluorophenyl)-2-hydroxy-3-[2-oxo-3-[4-(1H-tetrazol-1-yl)phenyl]-1-imidazolidinyl]butyl]-4-[(2,2-dimethylpropanoyloxy)methyl]-1,2,4-triazolium chloride). The yield is 48.8%. Reaction SMILES: [F:1][C:2]1[CH:7]=[C:6]([F:8])[CH:5]=[CH:4][C:3]=1[C@@:9]([OH:35])([CH2:29][N:30]1[CH:34]=[N:33][CH:32]=[N:31]1)[C@H:10]([N:12]1[CH2:16][CH2:15][N:14]([C:17]2[CH:22]=[CH:21][C:20]([N:23]3[CH:27]=[N:26][N:25]=[N:24]3)=[CH:19][CH:18]=2)[C:13]1=[O:28])[CH3:11].[C:36]([O:42][CH2:43][Cl:44])(=[O:41])[C:37]([CH3:40])([CH3:39])[CH3:38].C(#N)C>C(OC(C)C)(C)C>[Cl-:44].[F:1][C:2]1[CH:7]=[C:6]([F:8])[CH:5]=[CH:4][C:3]=1[C@:9]([OH:35])([C@H:10]([N:12]1[CH2:16][CH2:15][N:14]([C:17]2[CH:22]=[CH:21][C:20]([N:23]3[CH:27]=[N:26][N:25]=[N:24]3)=[CH:19][CH:18]=2)[C:13]1=[O:28])[CH3:11])[CH2:29][N+:30]1[N:31]=[CH:32][N:33]([CH2:43][O:42][C:36](=[O:41])[C:37]([CH3:40])([CH3:39])[CH3:38])[CH:34]=1 |f:4.5|. Reported procedure: A mixture of 1-[(1R,2R)-2-(2,4-difluorophenyl)-2-hydroxy-1-methyl-3-(1H-1,2,4-triazol-1-yl)propyl]-3-[4-(1H-tetrazol-1-yl)phenyl]-2-imidazolidinone(0.5 g), chloromethyl pivalate (15.7 g) and acetonitrile (2.4 g) was stirred for 6.5 hours at 100° C. After having been cooled, the mixture was diluted with diisopropyl ether (10 ml), and the resulting powder was collected by filtration. The powder was subjected to silica gel column chromatography (eluent: ethyl acetate→acetone→acetone/ethanol=10/1→ac... Solvent: CO (methanol). Starting materials: [Cl-].[Na+] (sodium chloride), CC1CC=C(C(C1(C)C)C=O)C (5-methyl-α-cyclocitral), [OH-].[K+] (KOH), ice water. Conditions: time 80 minute. Reported procedure: 16.6 g of 5-methyl-α-cyclocitral were added dropwise, at 0°-5° C., to a solution of 6.4 g of KOH in 110 ml of methanol, after which the reaction mixture was kept for 80 minutes at 0°-5° C. It was then poured onto 250 ml of ice water and the mixture was saturated with sodium chloride and extracted 5 times with 50 ml of ether at a time. The combined extracts were washed twice with 50 ml of saturated sodium chloride solution at a time, and were dried with anhydrous sodium sulfate. Product: CC1CCC(=C(C1(C)C)C=O)C (5-methyl-β-cyclocitral). As a reaction SMILES: [CH3:1][CH:2]1[C:7]([CH3:9])([CH3:8])[CH:6]([CH:10]=[O:11])[C:5]([CH3:12])=[CH:4][CH2:3]1.[OH-].[K+].[Cl-].[Na+]>CO>[CH3:1][CH:2]1[C:7]([CH3:8])([CH3:9])[C:6]([CH:10]=[O:11])=[C:5]([CH3:12])[CH2:4][CH2:3]1 |f:1.2,3.4|.